This data is from the Open Reaction Database (ORD), a public repository of structured organic reaction records. The task is: describe an organic reaction: reactants, conditions, products, and yield Starting materials: C(CCC)[Li] (n-Butyllithium), CC1(N=C(OC1)C1=C(C=C(C=C1)C)C)C (4,5-Dihydro-4,4-dimethyl-2-[2,4-dimethylphenyl]oxazole), ClCC1=CC(=C(C=C1)OC)C (4-chloromethyl-1-methoxy-2-methylbenzene). Solvent: C1CCOC1 (THF), C1CCOC1 (THF). Reaction conditions: temperature 0 celsius, time 1 hour. The product is COC1=C(C=C(C=C1)CCC1=C(C=CC(=C1)C)C=1OCC(N1)(C)C)C (4,5-Dihydro-2-[2-[2-[4-methoxy-3-methylphenyl]ethyl]-4-methylphenyl]-4,4-dimethyloxazole). Reaction SMILES: C([Li])CCC.[CH3:6][C:7]1([CH3:20])[CH2:11][O:10][C:9]([C:12]2[CH:17]=[CH:16][C:15]([CH3:18])=[CH:14][C:13]=2[CH3:19])=[N:8]1.Cl[CH2:22][C:23]1[CH:28]=[CH:27][C:26]([O:29][CH3:30])=[C:25]([CH3:31])[CH:24]=1>C1COCC1>[CH3:30][O:29][C:26]1[CH:27]=[CH:28][C:23]([CH2:22][CH2:19][C:13]2[CH:14]=[C:15]([CH3:18])[CH:16]=[CH:17][C:12]=2[C:9]2[O:10][CH2:11][C:7]([CH3:20])([CH3:6])[N:8]=2)=[CH:24][C:25]=1[CH3:31]. Reported procedure: n-Butyllithium (14.4 ml, 2.5M solution in hexane) was added dropwise to a stirred solution of the product from step (i) (6.9 g) in THF (100 ml) at 0° C. The solution was stirred at 0° C. for 1 hour and then transferred by cannula into a solution of 4-chloromethyl-1-methoxy-2-methylbenzene (J. Chem. Soc. 1956, 2455) (5.86 g) in THF (60 ml) at -30° C. The mixture was stirred for 1 hour and allowed to warm to room temperature. After 30 minutes the reaction was quenched with water. The mixture was p... Starting materials: C([O-])([O-])=O.[Li+].[Li+] (lithium carbonate), C1(CC1)[C@]1([C@@H](NCC1)C(C)C)O ((2S,3R)-3-cyclopropyl-2-isopropylpyrrolidin-3-ol), FC1=CC(=C(C#N)C=C1)C(F)(F)F (4-fluoro-2-(trifluoromethyl)benzonitrile). The product is C1(CC1)[C@]1([C@@H](N(CC1)C1=CC(=C(C#N)C=C1)C(F)(F)F)C(C)C)O (4-[(2S,3R)-3-cyclopropyl-3-hydroxy-2-isopropylpyrrolidin-1-yl]-2-(trifluoromethyl)benzonitrile), solid. The yield is 67.0%. RXN SMILES: [CH:1]1([C@:4]2([OH:12])[CH2:8][CH2:7][NH:6][C@H:5]2[CH:9]([CH3:11])[CH3:10])[CH2:3][CH2:2]1.F[C:14]1[CH:21]=[CH:20][C:17]([C:18]#[N:19])=[C:16]([C:22]([F:25])([F:24])[F:23])[CH:15]=1.C(=O)([O-])[O-].[Li+].[Li+]>>[CH:1]1([C@:4]2([OH:12])[CH2:8][CH2:7][N:6]([C:14]3[CH:21]=[CH:20][C:17]([C:18]#[N:19])=[C:16]([C:22]([F:23])([F:25])[F:24])[CH:15]=3)[C@H:5]2[CH:9]([CH3:10])[CH3:11])[CH2:3][CH2:2]1 |f:2.3.4|. Procedure details: By an operation in the same manner as in Example 1 and using (2S,3R)-3-cyclopropyl-2-isopropylpyrrolidin-3-ol 0.5 oxalate (215 mg), 4-fluoro-2-(trifluoromethyl)benzonitrile (189 mg) and lithium carbonate (163 mg), the title compound was obtained as a pale-brown solid (yield: 227 mg, yield: 67%). Starting materials: N1CC(CC1)O (pyrrolidin-3-ol), CSC=1N=NC=CN1 (3-Methylsulphanyl-[1,2,4]triazine), N1(CCNCC1)C=1N=NC=CN1 (3-piperazin-1-yl-[1,2,4]triazine). The product is N1=NC(=NC=C1)N1CC(CC1)O (1-[1,2,4]Triazin-3-yl-pyrrolidin-3-ol). Reaction SMILES: [NH:1]1[CH2:5][CH2:4][CH:3]([OH:6])[CH2:2]1.CS[C:9]1[N:10]=[N:11][CH:12]=[CH:13][N:14]=1.N1(C2N=NC=CN=2)CCNCC1>>[N:11]1[CH:12]=[CH:13][N:14]=[C:9]([N:1]2[CH2:5][CH2:4][CH:3]([OH:6])[CH2:2]2)[N:10]=1. Procedure details: Intermediate 5d is synthesised from pyrrolidin-3-ol and the precursor 2a according to the procedure described for the synthesis of 5a. Intermediate 5d is isolated in oil form with a 92% yield. Reactants: C(C1=CC=CC=C1)(C1=CC=CC=C1)(C1=CC=CC=C1)N[C@H](C(C)C)COCC=1C=NC=CC1 (N-trityl-O-(3-pyridyl)methyl-(D)-valinol). Solvent: C(=O)O (formic acid). Yields the product N1=CC(=CC=C1)COC[C@H](N)C(C)C (O-(3-PYRIDYLMETHYL)-(D)-VALINOL). Isolated yield 82.0%. RXN SMILES: C([NH:20][C@@H:21]([CH2:25][O:26][CH2:27][C:28]1[CH:29]=[N:30][CH:31]=[CH:32][CH:33]=1)[CH:22]([CH3:24])[CH3:23])(C1C=CC=CC=1)(C1C=CC=CC=1)C1C=CC=CC=1>C(O)=O>[N:30]1[CH:31]=[CH:32][CH:33]=[C:28]([CH2:27][O:26][CH2:25][C@@H:21]([CH:22]([CH3:24])[CH3:23])[NH2:20])[CH:29]=1. Procedure details: A solution of N-trityl-O-(3-pyridyl)methyl-(D)-valinol (3.63 g, 8.3 mmol) in formic acid (30 ml) was kept for 5.5 hours at room temperature. After removal of the formic acid in vacuo, the residue was dissolved in water (100 ml) and extracted twice with ethyl acetate (100 ml, 50 ml) in order to remove trityl alcohol. The aqueous phase was basified with a saturated solution of sodium carbonate (50 ml) and 4N sodium hydroxyde (3 ml) and extracted with ethyl acetate (4×50 ml). After washing with bri... The reactants are [N+](=O)([O-])C=1C=C2C=CNC2=CC1 (5-nitroindole), [H-].[Na+] (sodium hydride), CI (methyl iodide). Solvent: O1CCCC1 (tetrahydrofuran). Reaction conditions: temperature 65 celsius. Product: CN1C=CC2=CC(=CC=C12)[N+](=O)[O-] (1-Methyl-5-nitro-1H-indole). As a reaction SMILES: [N+:1]([C:4]1[CH:5]=[C:6]2[C:10](=[CH:11][CH:12]=1)[NH:9][CH:8]=[CH:7]2)([O-:3])=[O:2].[H-].[Na+].[CH3:15]I>O1CCCC1>[CH3:15][N:9]1[C:10]2[C:6](=[CH:5][C:4]([N+:1]([O-:3])=[O:2])=[CH:12][CH:11]=2)[CH:7]=[CH:8]1 |f:1.2|. Procedure: To a solution of 5-nitroindole (0.20 g) in tetrahydrofuran (2 ml) was added sodium hydride (0.06 g of 60% dispersion in oil) and evolution of gas noted. After stirring for 30 min methyl iodide (0.086 ml) was added to the dark brown reaction mixture and the reaction mixture heated to 65° C. for 2 hr before cooling to room temperature and partitioning between dichloromethane and water. Organic phase separated, washed with sodium thiosulphate solution, dried (Na2SO4) and concentrated to leave sub-t... Starting materials: C(C)(C)(C)OC(N[C@@H](C)C(N[C@@H](CC(C)C)B1O[C@]2([C@@H]3C([C@H](C[C@H]2O1)C3)(C)C)C)=O)=O ({(S)-1-[(R)-3-Methyl-1-((1S,2S,6R,8S)-2,9,9-trimethyl-3,5-dioxa-4-bora-tricyclo[6.1.1.02,6]dec-4-yl)-butylcarbamoyl]-ethyl}-carbamic acid tert-butyl ester), N[C@H](C(=O)O)CC1=C(C(=C(C=C1)OC)OC)OC ((S)-2-Amino-3-(2,3,4-trimethoxy-phenyl)-propionic acid), C1(=CC=CC=C1)CCC(=O)O (3-Phenyl-propionic acid). Yields the product CC(C[C@@H](B1O[C@]2([C@@H]3C([C@H](C[C@H]2O1)C3)(C)C)C)NC(=O)[C@H](C)NC([C@H](CC3=C(C(=C(C=C3)OC)OC)OC)NC(CCC3=CC=CC=C3)=O)=O)C ((S)-N-{(S)-1-[(R)-3-Methyl-1-((1S,2S,6R,8S)-2,9,9-trimethyl-3,5-dioxa-4-bora-tricyclo[6.1.1.02,6]dec-4-yl)-butylcarbamoyl]-ethyl}-2-(3-phenyl-propionylamino)-3-(2.3.4 trimethoxy-phenyl)-propionamide). Reaction SMILES: C(O[C:6](=[O:31])[NH:7][C@H:8]([C:10](=[O:30])[NH:11][C@H:12]([B:17]1[O:25][C@H:24]2[C@:19]([CH3:29])([C@H:20]3[CH2:26][C@@H:22]([CH2:23]2)[C:21]3([CH3:28])[CH3:27])[O:18]1)[CH2:13][CH:14]([CH3:16])[CH3:15])[CH3:9])(C)(C)C.[NH2:32][C@@H:33]([CH2:37][C:38]1[CH:43]=[CH:42][C:41]([O:44][CH3:45])=[C:40]([O:46][CH3:47])[C:39]=1[O:48][CH3:49])C(O)=O.[C:50]1([CH2:56][CH2:57][C:58](O)=[O:59])[CH:55]=[CH:54][CH:53]=[CH:52][CH:51]=1>>[CH3:16][CH:14]([CH3:15])[CH2:13][C@H:12]([NH:11][C:10]([C@@H:8]([NH:7][C:6](=[O:31])[C@@H:33]([NH:32][C:58](=[O:59])[CH2:57][CH2:56][C:50]1[CH:55]=[CH:54][CH:53]=[CH:52][CH:51]=1)[CH2:37][C:38]1[CH:43]=[CH:42][C:41]([O:44][CH3:45])=[C:40]([O:46][CH3:47])[C:39]=1[O:48][CH3:49])[CH3:9])=[O:30])[B:17]1[O:25][C@H:24]2[C@:19]([CH3:29])([C@H:20]3[CH2:26][C@@H:22]([CH2:23]2)[C:21]3([CH3:28])[CH3:27])[O:18]1. Procedure details: The title compound is prepared from {(S)-1-[(R)-3-Methyl-1-((1S,2S,6R,8S)-2,9,9-trimethyl-3,5-dioxa-4-bora-tricyclo[6.1.1.02,6]dec-4-yl)-butylcarbamoyl]-ethyl}-carbamic acid tert-butyl ester by reiteration of the 2-step (deprotection/coupling) procedure described in example 1 but using (S)-2-Amino-3-(2,3,4-trimethoxy-phenyl)-propionic acid and 3-Phenyl-propionic acid (Fluka) as the partners in each coupling reaction (step B, example 1), respectively. The reactants are C1(=CC=C(C=C1)N=C=S)C (p-tolyl isothiocyanate), CC(CC[Mg]Br)(C=C)C ((3,3-dimethyl-4-pentenyl)magnesium bromide), [Cl-].[NH4+] (ammonium chloride). Solvent: O1CCCC1 (tetrahydrofuran), O1CCCC1 (tetrahydrofuran). Run at temperature 0 celsius, time 30 minute. Product: C1(=CC=C(C=C1)NC(CCC(C=C)(C)C)=S)C (4,4-dimethyl-5-hexenethioic acid p-tolylamide). RXN SMILES: [C:1]1([CH3:10])[CH:6]=[CH:5][C:4]([N:7]=[C:8]=[S:9])=[CH:3][CH:2]=1.[CH3:11][C:12]([CH3:19])([CH:17]=[CH2:18])[CH2:13][CH2:14][Mg]Br.[Cl-].[NH4+]>O1CCCC1>[C:1]1([CH3:10])[CH:6]=[CH:5][C:4]([NH:7][C:8](=[S:9])[CH2:18][CH2:17][C:12]([CH3:19])([CH3:11])[CH:13]=[CH2:14])=[CH:3][CH:2]=1 |f:2.3|. Procedure details: In a dehydrated tetrahydrofuran (30 ml) solution of p-tolyl isothiocyanate (1.8 g), a tetrahydrofuran solution of the above (3,3-dimethyl-4-pentenyl)magnesium bromide was added dropwise at 0° C., followed by stirring at 0° C. for 30 minutes. After raising the temperature to room temperature and further stirring for 30 minutes, an aqueous saturated ammonium chloride solution was added and the reaction mixture was extracted with ethyl acetate. The organic layer was washed with saturated saline sol...